describe an organic reaction: reactants, conditions, products, and yield From a dataset of the Open Reaction Database (ORD), a public repository of structured organic reaction records. Starting materials: O1CCN(CC1)C=1C=CC2=C(C=C(CCO2)C(=O)OCC)C1 (ethyl 7-morpholino-2,3-dihydro-1-benzoxepine-4-carboxylate), [OH-].[Na+] (sodium hydroxide), Cl (hydrochloric acid). Solvent: CO (methanol). Run at time 12 hour. Product: O1CCN(CC1)C=1C=CC2=C(C=C(CCO2)C(=O)O)C1 (7-morpholino-2,3-dihydro-1-benzoxepine-4-carboxylic acid). Yield: 89.4%. As a reaction SMILES: [O:1]1[CH2:6][CH2:5][N:4]([C:7]2[CH:8]=[CH:9][C:10]3[O:16][CH2:15][CH2:14][C:13]([C:17]([O:19]CC)=[O:18])=[CH:12][C:11]=3[CH:22]=2)[CH2:3][CH2:2]1.[OH-].[Na+].Cl>CO>[O:1]1[CH2:2][CH2:3][N:4]([C:7]2[CH:8]=[CH:9][C:10]3[O:16][CH2:15][CH2:14][C:13]([C:17]([OH:19])=[O:18])=[CH:12][C:11]=3[CH:22]=2)[CH2:5][CH2:6]1 |f:1.2|. Reported procedure: In methanol (8 ml) was dissolved ethyl 7-morpholino-2,3-dihydro-1-benzoxepine-4-carboxylate (800 mg, 2.64 mmol), and to the mixture was added 1N sodium hydroxide solution (8 ml). The mixture was stirred at room temperature for 12 hours, and to the mixture was added 1N hydrochloric acid (8 ml). The organic solvent was evaporated under reduced pressure, and the precipitated insoluble materials were filtered, which were washed with water and diisopropylether and dried under reduced pressure to give... Reactants: CCN(C(C)C)C(C)C, ClCCl, O=C(Cl)c1cccc(C(F)(F)F)c1, Cc1ccc(N)cc1I. The product is Cc1ccc(NC(=O)c2cccc(C(F)(F)F)c2)cc1I. RXN SMILES: [CH:10]([N:11]([CH2:12][CH3:13])[CH:14]([CH3:15])[CH3:16])([CH3:17])[CH3:18].[Cl:32][CH2:33][Cl:34].[F:19][C:20]([c:21]1[cH:22][c:23]([C:24](=[O:25])[Cl:26])[cH:27][cH:28][cH:29]1)([F:30])[F:31].[I:1][c:2]1[cH:3][c:4]([NH2:5])[cH:6][cH:7][c:8]1[CH3:9]>>[I:1][c:2]1[cH:3][c:4]([NH:5][C:24]([c:23]2[cH:22][c:21]([C:20]([F:19])([F:30])[F:31])[cH:29][cH:28][cH:27]2)=[O:25])[cH:6][cH:7][c:8]1[CH3:9]. Reactants: O[C@H](C)[C@@H]1[C@H]2CC(=C(N2C1=O)C(=O)[O-])C1=CC=C(C=C1)OC.[Na+] (Sodium (5R,6S)-6-[(1R)-1-hydroxyethyl]-3-(4-methoxyphenyl)-7-oxo-1-azabicyclo[3.2.0]hept-2-ene-2-carboxylate), BrCC=1OC(OC1C)=O (4-bromomethyl-5-methyl-1,3-dioxol-2-one). The solvent is CN(C)C=O (DMF). Run at time 30 minute. Yields the product O[C@H](C)[C@@H]1[C@H]2CC(=C(N2C1=O)C(=O)OCC=1OC(OC1C)=O)C1=CC=C(C=C1)OC ((5-methyl-2-oxo-1,3-dioxol-4-yl)methyl (5R,6S)-6-[(1R)-1-hydroxyethyl]-3-(4-methoxyphenyl)-7-oxo-1-azabicyclo[3.2.0]hept-2-ene-2-carboxylate). The yield is 57.4%. RXN SMILES: [OH:1][C@@H:2]([C@H:4]1[C:10](=[O:11])[N:9]2[C@@H:5]1[CH2:6][C:7]([C:15]1[CH:20]=[CH:19][C:18]([O:21][CH3:22])=[CH:17][CH:16]=1)=[C:8]2[C:12]([O-:14])=[O:13])[CH3:3].[Na+].Br[CH2:25][C:26]1[O:27][C:28](=[O:32])[O:29][C:30]=1[CH3:31]>CN(C=O)C>[OH:1][C@@H:2]([C@H:4]1[C:10](=[O:11])[N:9]2[C@@H:5]1[CH2:6][C:7]([C:15]1[CH:16]=[CH:17][C:18]([O:21][CH3:22])=[CH:19][CH:20]=1)=[C:8]2[C:12]([O:14][CH2:25][C:26]1[O:27][C:28](=[O:32])[O:29][C:30]=1[CH3:31])=[O:13])[CH3:3] |f:0.1|. Procedure: Sodium (5R,6S)-6-[(1R)-1-hydroxyethyl]-3-(4-methoxyphenyl)-7-oxo-1-azabicyclo[3.2.0]hept-2-ene-2-carboxylate (0.15 g) in dry DMF (2.0 ml) was ice-cooled. After 4-bromomethyl-5-methyl-1,3-dioxol-2-one (115 mg) was dropped thereto, the mixture was stirred for 30 minutes. After removal of the bath the mixture was further stirred for 30 minutes. Thereto was ethyl acetate, and the mixture was washed with bicarbonate solution, water and brine, successively. The organic layer was dried over sodium sulf... The reactants are CC1CN(C(=O)Cn2ccn3c(=O)c(OCc4ccccc4)c(-c4ncc(Cc5ccc(Cl)c(Cl)c5)s4)nc23)CC(C)O1, COC(=O)c1nc2[nH]ccn2c(=O)c1OC(C)=O. Product: CC1CN(C(=O)Cn2ccn3c(=O)c(O)c(-c4ncc(Cc5ccc(Cl)c(Cl)c5)s4)nc23)CC(C)O1. RXN SMILES: [CH2:19]([c:20]1[cH:21][cH:22][cH:23][cH:24][cH:25]1)[O:26][c:27]1[c:28](-[c:48]2[s:49][c:50]([CH2:53][c:54]3[cH:55][c:56]([Cl:61])[c:57]([Cl:60])[cH:58][cH:59]3)[cH:51][n:52]2)[n:29][c:30]2[n:31]([c:32]1=[O:33])[cH:34][cH:35][n:36]2[CH2:37][C:38](=[O:39])[N:40]1[CH2:41][CH:42]([CH3:47])[O:43][CH:44]([CH3:46])[CH2:45]1.[CH3:1][O:2][C:3]([c:4]1[n:5][c:6]2[nH:7][cH:8][cH:9][n:10]2[c:11](=[O:12])[c:13]1[O:14][C:15](=[O:16])[CH3:17])=[O:18]>>[OH:26][c:27]1[c:28](-[c:48]2[s:49][c:50]([CH2:53][c:54]3[cH:55][c:56]([Cl:61])[c:57]([Cl:60])[cH:58][cH:59]3)[cH:51][n:52]2)[n:29][c:30]2[n:31]([c:32]1=[O:33])[cH:34][cH:35][n:36]2[CH2:37][C:38](=[O:39])[N:40]1[CH2:41][CH:42]([CH3:47])[O:43][CH:44]([CH3:46])[CH2:45]1. The reactants are C(C1=CC=CC=C1)[C@H]1CN(CCN1)CC1=CC=C(C=C1)Br (3-(S)-benzyl-1-(4-bromo-benzyl)-piperazine), C1(=CC=CC=C1)C (toluene), ClC=1C=CC(=C(C1)B(O)O)C (5-chloro-2-methylphenyl boronic acid), C([O-])([O-])=O.[Na+].[Na+] (sodium carbonate). The reagents and catalysts are C=1C=CC(=CC1)[P](C=2C=CC=CC2)(C=3C=CC=CC3)[Pd]([P](C=4C=CC=CC4)(C=5C=CC=CC5)C=6C=CC=CC6)([P](C=7C=CC=CC7)(C=8C=CC=CC8)C=9C=CC=CC9)[P](C=1C=CC=CC1)(C=1C=CC=CC1)C=1C=CC=CC1 (tetrakis(triphenylphosphine)palladium(0)). Solvent: C(C)O (ethanol). Run at temperature 85 celsius. Yields the product C(C1=CC=CC=C1)C1CN(CCN1)CC1=CC=C(C=C1)C1=C(C=CC(=C1)Cl)C (3-Benzyl-1-(5′-chloro-2′-methyl-biphenyl-4-ylmethyl)-piperazine). The yield is 68.0%. RXN SMILES: [CH2:1]([C@@H:8]1[NH:13][CH2:12][CH2:11][N:10]([CH2:14][C:15]2[CH:20]=[CH:19][C:18](Br)=[CH:17][CH:16]=2)[CH2:9]1)[C:2]1[CH:7]=[CH:6][CH:5]=[CH:4][CH:3]=1.[Cl:22][C:23]1[CH:24]=[CH:25][C:26]([CH3:32])=[C:27](B(O)O)[CH:28]=1.C(=O)([O-])[O-].[Na+].[Na+].C1(C)C=CC=CC=1>C1C=CC([P]([Pd]([P](C2C=CC=CC=2)(C2C=CC=CC=2)C2C=CC=CC=2)([P](C2C=CC=CC=2)(C2C=CC=CC=2)C2C=CC=CC=2)[P](C2C=CC=CC=2)(C2C=CC=CC=2)C2C=CC=CC=2)(C2C=CC=CC=2)C2C=CC=CC=2)=CC=1.C(O)C>[CH2:1]([CH:8]1[NH:13][CH2:12][CH2:11][N:10]([CH2:14][C:15]2[CH:20]=[CH:19][C:18]([C:25]3[CH:24]=[C:23]([Cl:22])[CH:28]=[CH:27][C:26]=3[CH3:32])=[CH:17][CH:16]=2)[CH2:9]1)[C:2]1[CH:7]=[CH:6][CH:5]=[CH:4][CH:3]=1 |f:2.3.4,^1:49,51,70,89|. Reported procedure: 0.1 g of 3-(S)-benzyl-1-(4-bromo-benzyl)-piperazine were combined with 1.5 equiv. of 5-chloro-2-methylphenyl boronic acid, 0.05 equiv. of tetrakis(triphenylphosphine)palladium(0), 6 equiv. of 2M aqueous sodium carbonate solution, toluene and ethanol. The reaction mixture was heated at 85° C. under nitrogen overnight. The reaction mixture was concentrated in vacuo. The residue was diluted with water and extracted with ethyl acetate. The combined organic phases were washed with brine, dried over s... Reactants: Cl.CC1=C(N=CN1)C(=O)O (5-methyl-4-imidazolecarboxylic acid hydrochloride), S(=O)(Cl)Cl (thionyl chloride). Solvent: CN(C=O)C (dimethylformamide), C1(=CC=CC=C1)C (toluene). Conditions: temperature 80 celsius, time 1 hour. The product is Cl.CC1=C(N=CN1)C(=O)Cl (5-methyl-4-imidazolecarbonyl chloride hydrochloride). The yield is 70.1%. RXN SMILES: [ClH:1].[CH3:2][C:3]1[NH:7][CH:6]=[N:5][C:4]=1[C:8]([OH:10])=O.S(Cl)([Cl:13])=O>CN(C)C=O.C1(C)C=CC=CC=1>[ClH:13].[CH3:2][C:3]1[NH:7][CH:6]=[N:5][C:4]=1[C:8]([Cl:1])=[O:10] |f:0.1,5.6|. Procedure: To a suspension of 880 g (5.4 moles) of 5-methyl-4-imidazolecarboxylic acid hydrochloride in 100 ml of dimethylformamide and 2 liters of toluene at 60° C., there was added slowly over 2 hours 790 ml (10.8 moles) of thionyl chloride. At the end of the addition, the mixture was held with good stirring for 1 hour at 80° C. It was allowed to cool, filtered, the solid was washed with 1 liter of toluene. 685 g of 5-methyl-4-imidazolecarbonyl chloride hydrochloride were obtained.